This data is from the Open Reaction Database (ORD), a public repository of structured organic reaction records. The task is: describe an organic reaction: reactants, conditions, products, and yield Starting materials: ClC1=NC=C(C(=O)OC)C(=C1)C(F)(F)F (Methyl 6-chloro-4-(trifluoromethyl)nicotinate), FC1=C(C=CC(=C1)OC)B(O)O (2-fluoro-4-methoxybenzeneboronic acid), C([O-])([O-])=O.[Cs+].[Cs+] (cesium carbonate). Reagents/catalysts: C1=CC=C(C=C1)P([C-]2C=CC=C2)C3=CC=CC=C3.C1=CC=C(C=C1)P([C-]2C=CC=C2)C3=CC=CC=C3.Cl[Pd]Cl.[Fe+2].C(Cl)Cl (PdCl2(dppf) CH2Cl2). The solvent is C1CCOC1 (THF). The product is FC1=C(C=CC(=C1)OC)C1=CC(=C(C=N1)C(=O)OC)C(F)(F)F (Methyl 6-(2-fluoro-4-methoxyphenyl)-4-(trifluoromethyl)pyridine-3-carboxylate). Reaction SMILES: Cl[C:2]1[CH:11]=[C:10]([C:12]([F:15])([F:14])[F:13])[C:5]([C:6]([O:8][CH3:9])=[O:7])=[CH:4][N:3]=1.[F:16][C:17]1[CH:22]=[C:21]([O:23][CH3:24])[CH:20]=[CH:19][C:18]=1B(O)O.C(=O)([O-])[O-].[Cs+].[Cs+]>C1C=CC(P(C2C=CC=CC=2)[C-]2C=CC=C2)=CC=1.C1C=CC(P(C2C=CC=CC=2)[C-]2C=CC=C2)=CC=1.Cl[Pd]Cl.[Fe+2].C(Cl)Cl.C1COCC1>[F:16][C:17]1[CH:22]=[C:21]([O:23][CH3:24])[CH:20]=[CH:19][C:18]=1[C:2]1[N:3]=[CH:4][C:5]([C:6]([O:8][CH3:9])=[O:7])=[C:10]([C:12]([F:15])([F:14])[F:13])[CH:11]=1 |f:2.3.4,5.6.7.8.9|. Procedure: Methyl 6-chloro-4-(trifluoromethyl)nicotinate (963.6 mg, 4.02 mmol), 2-fluoro-4-methoxybenzeneboronic acid (854 mg, 5.03 mmol), cesium carbonate (2883 mg, 8.85 mmol), PdCl2(dppf)-CH2Cl2 adduct (328 mg, 0.402 mmol) and THF (30 mL) were refluxed in a 80° C. oil bath overnight. LCMS trace of the reaction aliquot indicated completion of reaction. The reaction crude was filtered through a bed of Celite® 521. The filtrate was concentrated in vacuo and purified by flash chromatography (SiO2, Biotage SN... Isolated yield 48.5%. Procedure details: Following general procedure F, (6-bromo-4-{[trans-4-(dimethylamino)cyclohexyl]methylamino}quinolin-3-yl)(cyclopropyl)methanone (66 mg, 0.153 mmol) was reacted with 2,6-dichloro-4-(4,4,5,5-tetramethyl-1,3,2-dioxaborolan-2-yl)phenol (65 mg, 0.230 mmol) to afford the desired product (38 mg, 50%) as a yellow solid: 1H NMR (300 MHz, CD3OD+Acetic Acid-d4) δ 9.24 (s, 1H), 8.49 (d, J=1.7 Hz, 1H), 8.10 (dd, J=8.8, 1.8 Hz, 1H), 7.95 (d, J=8.8 Hz, 1H), 7.68 (s, 2H), 3.90 (d, J=6.5 Hz, 2H), 2.85 (d, J=11.2 ... Reactants: BrC=1C=C2C(=C(C=NC2=CC1)C(=O)C1CC1)NC[C@@H]1CC[C@H](CC1)N(C)C ((6-bromo-4-{[trans-4-(dimethylamino)cyclohexyl]methylamino}quinolin-3-yl)(cyclopropyl)methanone), ClC1=C(C(=CC(=C1)B1OC(C(O1)(C)C)(C)C)Cl)O (2,6-dichloro-4-(4,4,5,5-tetramethyl-1,3,2-dioxaborolan-2-yl)phenol). Yields the product C1(CC1)C(=O)C=1C=NC2=CC=C(C=C2C1NC[C@@H]1CC[C@H](CC1)N(C)C)C1=CC(=C(C(=C1)Cl)O)Cl (Cyclopropyl[6-(3,5-dichloro-4-hydroxyphenyl)-4-{[trans-4-(dimethylamino)cyclohexyl]methylamino}quinolin-3-yl]methanone). Reaction SMILES: Br[C:2]1[CH:3]=[C:4]2[C:9](=[CH:10][CH:11]=1)[N:8]=[CH:7][C:6]([C:12]([CH:14]1[CH2:16][CH2:15]1)=[O:13])=[C:5]2[NH:17][CH2:18][C@H:19]1[CH2:24][CH2:23][C@H:22]([N:25]([CH3:27])[CH3:26])[CH2:21][CH2:20]1.[Cl:28][C:29]1[CH:34]=[C:33](B2OC(C)(C)C(C)(C)O2)[CH:32]=[C:31]([Cl:44])[C:30]=1[OH:45]>>[CH:14]1([C:12]([C:6]2[CH:7]=[N:8][C:9]3[C:4]([C:5]=2[NH:17][CH2:18][C@H:19]2[CH2:20][CH2:21][C@H:22]([N:25]([CH3:27])[CH3:26])[CH2:23][CH2:24]2)=[CH:3][C:2]([C:33]2[CH:34]=[C:29]([Cl:28])[C:30]([OH:45])=[C:31]([Cl:44])[CH:32]=2)=[CH:11][CH:10]=3)=[O:13])[CH2:15][CH2:16]1. As a reaction SMILES: [O:1]=[C:2]1[C:8]2[CH:9]=[CH:10][CH:11]=[CH:12][C:7]=2[CH2:6][O:5][C:4]2[CH:13]=[CH:14][C:15]([C:17]([OH:19])=O)=[CH:16][C:3]1=2.S(Cl)([Cl:22])=O>>[Cl:22][C:17]([C:15]1[CH:14]=[CH:13][C:4]2[O:5][CH2:6][C:7]3[CH:12]=[CH:11][CH:10]=[CH:9][C:8]=3[C:2](=[O:1])[C:3]=2[CH:16]=1)=[O:19]. Procedure: Heat a solution of 5 gm. of 6,11-dihydro-11-oxodibenz[b,e]oxepin-2-carboxylic acid and 40 ml. of thionyl chloride under reflux for 20 minutes. Evaporate the reaction mixture under vacuum to dryness. Repeat the evaporation with two 30 ml. portions of carbon tetrachloride. Crystallize the residue from diisopropyl ether to obtain the title product. Product: ClC(=O)C1=CC2=C(OCC3=C(C2=O)C=CC=C3)C=C1 (2-Chlorocarbonyl-6,11-dihydro-11-oxodibenz[b,e]oxepin). Reactants: O=C1C2=C(OCC3=C1C=CC=C3)C=CC(=C2)C(=O)O (6,11-dihydro-11-oxodibenz[b,e]oxepin-2-carboxylic acid), S(=O)(Cl)Cl (thionyl chloride). Reactants: ClC1=NN=C(C2=CC=CC=C12)NN (1-chloro-4-hydrazinophthalazine), N1=C(C=NC=C1)C(=O)O (pyrazine-2-carboxylic acid), Intermediate 1. Product: ClC1=NN2C(C3=CC=CC=C13)=NN=C2C2=NC=CN=C2 (6-Chloro-3-(pyrazin-2-yl)-1,2,4-triazolo[3,4-a]phthalazine). As a reaction SMILES: [Cl:1][C:2]1[C:11]2[C:6](=[CH:7][CH:8]=[CH:9][CH:10]=2)[C:5]([NH:12][NH2:13])=[N:4][N:3]=1.[N:14]1[CH:19]=[CH:18][N:17]=[CH:16][C:15]=1[C:20](O)=O>>[Cl:1][C:2]1[C:11]2[C:6](=[CH:7][CH:8]=[CH:9][CH:10]=2)[C:5]2=[N:12][N:13]=[C:20]([C:15]3[CH:16]=[N:17][CH:18]=[CH:19][N:14]=3)[N:4]2[N:3]=1. Reported procedure: The title-compound was prepared from 1-chloro-4-hydrazinophthalazine and pyrazine-2-carboxylic acid as described for Intermediate 1 part c, 1H NMR (250 MHz, CDCl3) δ 7.99 (1H, t, J=7.2 Hz, Ar—H), 8.09 (1H, t, J=8.2 Hz, Ar—H), 8.33 (1H, d, J=6.8 Hz; Ar—H), 8.80 (1H, m, Ar—H), 8.82-8.88 (2H, m, 2 of Ar—H), 9.67 (1H, d, J=1.5 Hz, Ar—H).